From a dataset of the Open Reaction Database (ORD), a public repository of structured organic reaction records. describe an organic reaction: reactants, conditions, products, and yield Reactants: O=C([O-])O, CC(=O)Cl, [Na+], O=C1NCCC(c2ccc(O)cc2)C1c1ccccc1, c1ccncc1. Product: CC(=O)Oc1ccc(C2CCNC(=O)C2c2ccccc2)cc1. Reaction SMILES: [C:25](=[O:26])([OH:27])[O-:28].[CH3:21][C:22]([Cl:23])=[O:24].[Na+:29].[OH:1][c:2]1[cH:3][cH:4][c:5]([CH:8]2[CH:9]([c:15]3[cH:16][cH:17][cH:18][cH:19][cH:20]3)[C:10](=[O:14])[NH:11][CH2:12][CH2:13]2)[cH:6][cH:7]1.[cH:30]1[cH:31][cH:32][n:33][cH:34][cH:35]1>>[O:1]([c:2]1[cH:3][cH:4][c:5]([CH:8]2[CH:9]([c:15]3[cH:16][cH:17][cH:18][cH:19][cH:20]3)[C:10](=[O:14])[NH:11][CH2:12][CH2:13]2)[cH:6][cH:7]1)[C:22]([CH3:21])=[O:24]. The product is ClC=1C=C(C=CC1N1N=CC(=C1)Cl)C(C(=O)O)C (2-[3-chloro-4-(4-chloropyrazol-1-yl)phenyl]propionic acid). Reactants: C(C)(C)(C)OC(C(C)C1=CC(=C(C=C1)N1N=CC(=C1)Cl)Cl)=O (2-[3-chloro-4-(4-chloropyrazol-1-yl)phenyl]propionic acid tert.-butylester), C1(=CC=C(C=C1)S(=O)(=O)O)C (p-toluenesulfonic acid). Reported procedure: 341 mg (1 mmole) of 2-[3-chloro-4-(4-chloropyrazol-1-yl)phenyl]propionic acid tert.-butylester are heated to the boil for 2 hours with 10 mg of p-toluenesulfonic acid in toluene. The reaction solution is washed with water, dried and concentrated to obtain 270 mg (94.7% of theory) of 2-[3-chloro-4-(4-chloropyrazol-1-yl)phenyl]propionic acid (m.p. 102° to 103° C.). The yield is 94.7%. Reaction SMILES: C([O:5][C:6](=[O:22])[CH:7]([C:9]1[CH:14]=[CH:13][C:12]([N:15]2[CH:19]=[C:18]([Cl:20])[CH:17]=[N:16]2)=[C:11]([Cl:21])[CH:10]=1)[CH3:8])(C)(C)C.C1(C)C=CC(S(O)(=O)=O)=CC=1>C1(C)C=CC=CC=1>[Cl:21][C:11]1[CH:10]=[C:9]([CH:7]([CH3:8])[C:6]([OH:22])=[O:5])[CH:14]=[CH:13][C:12]=1[N:15]1[CH:19]=[C:18]([Cl:20])[CH:17]=[N:16]1. The solvent is C1(=CC=CC=C1)C (toluene). The reactants are N1(CCC2=CC=CC=C12)S(=O)(=O)C=1C=C(C(=O)O)C=CC1 (3-(indolin-1-ylsulfonyl)benzoic acid), CC1=CC2=C(N=C(S2)N)C=C1 (6-methylbenzo[d]thiazol-2-amine), CCN(C(C)C)C(C)C (DIPEA). The solvent is CN(C)C=O (DMF). Product: N1(CCC2=CC=CC=C12)S(=O)(=O)C=1C=C(C(=O)NC=2SC3=C(N2)C=CC(=C3)C)C=CC1 (3-(indolin-1-ylsulfonyl)-N-(6-methylbenzo[d]thiazol-2-yl)benzamide). RXN SMILES: [N:1]1([S:10]([C:13]2[CH:14]=[C:15]([CH:19]=[CH:20][CH:21]=2)[C:16]([OH:18])=O)(=[O:12])=[O:11])[C:9]2[C:4](=[CH:5][CH:6]=[CH:7][CH:8]=2)[CH2:3][CH2:2]1.[CH3:22][C:23]1[CH:32]=[CH:31][C:26]2[N:27]=[C:28]([NH2:30])[S:29][C:25]=2[CH:24]=1.CCN(C(C)C)C(C)C>CN(C=O)C>[N:1]1([S:10]([C:13]2[CH:14]=[C:15]([CH:19]=[CH:20][CH:21]=2)[C:16]([NH:30][C:28]2[S:29][C:25]3[CH:24]=[C:23]([CH3:22])[CH:32]=[CH:31][C:26]=3[N:27]=2)=[O:18])(=[O:12])=[O:11])[C:9]2[C:4](=[CH:5][CH:6]=[CH:7][CH:8]=2)[CH2:3][CH2:2]1. Reported procedure: 3-(indolin-1-ylsulfonyl)benzoic acid (3) (200 mg, 0.66 mmol) and 6-methylbenzo[d]thiazol-2-amine (90 mg, 0.55 mmol) in DMF (4 mL) was added DIPEA (213 mg, 1.65 mmol) and pybop (429 mg, 0.82 mmol). using method C. The residue was purified using flash chromatography eluting with 0-30% EtOAc in hexanes. The resulting solid was triturated with dichloromethane/hexanes to give 3-(indolin-1-ylsulfonyl)-N-(6-methylbenzo[d]thiazol-2-yl)benzamide as a white solid. Yield: 78 mg (32%). 1H-NMR: 8.58 (s, 1H),... The reactants are intermediates, C(C)OC(C1=CC=C(C=C1)C1=CC2=C(N=CN=C2Cl)N1)=O (4-(4-chloro-7H-pyrrolo[2,3-d]pyrimidin-6-yl)-benzoic acid ethyl ester), [H-].C(C(C)C)[Al+]CC(C)C (diisobutyl-aluminium hydride), [H-].C(C(C)C)[Al+]CC(C)C (diisobutyl-aluminium hydride), ClCCl (dichloromethane), [H-].[Al+3].[Li+].[H-].[H-].[H-] (lithium aluminum hydride), ethyl-ester. Run in C1CCOC1 (THF), C1CCOC1 (THF), O1CCOCC1 (dioxane). Product: 4-hydroxymethyl, ClC=1C2=C(N=CN1)NC(=C2)C2=CC=C(C=C2)CO ([4-(4-chloro-7H-pyrrolo[2,3-d]pyrimidin-6-yl)-phenyl]-methanol). RXN SMILES: [H-].[Al+3].[Li+].[H-].[H-].[H-].[H-].C([Al+]CC(C)C)C(C)C.ClCCl.C([O:22][C:23](=O)[C:24]1[CH:29]=[CH:28][C:27]([C:30]2[NH:39][C:33]3[N:34]=[CH:35][N:36]=[C:37]([Cl:38])[C:32]=3[CH:31]=2)=[CH:26][CH:25]=1)C>C1COCC1.O1CCOCC1>[Cl:38][C:37]1[C:32]2[CH:31]=[C:30]([C:27]3[CH:26]=[CH:25][C:24]([CH2:23][OH:22])=[CH:29][CH:28]=3)[NH:39][C:33]=2[N:34]=[CH:35][N:36]=1 |f:0.1.2.3.4.5,6.7|. Reported procedure: The following Examples are synthesized using an analogous procedure as described in Example 1. However, a modified protocol is applied for the preparation of the intermediates: Instead of reducing the ethyl-ester with lithium aluminum hydride in THF (as described in step 1.2), the 4-hydroxymethyl derivatives are prepared by reduction with diisobutyl-aluminium hydride in a 1:1 mixture of dichloromethane and dioxane at ambient temperature (Examples 67-72 and 76-78). For preparing the intermediates... Reactants: [OH-].[Na+] (sodium hydroxide), C(C)OC(CC=1C=NC=C(C1)C1=C(C=C(C=C1)C(CC)(C1=CC(=C(C=C1)\C=C\C(C(F)(F)F)(C(F)(F)F)O)C)CC)C)=O ([5-(4-{1-ethyl-1-[3-methyl-4-((E)-4,4,4-trifluoro-3-hydroxy-3-trifluoromethyl-1-butenyl)-phenyl]-propyl}-2-methyl-phenyl)-pyridin-3-yl]-acetic acid ethyl ester), Cl (hydrochloric acid). Solvent: CO (methanol), O (water), O (water). Reaction conditions: time 2 hour. Product: C(C)C(CC)(C1=CC(=C(C=C1)\C=C\C(C(F)(F)F)(C(F)(F)F)O)C)C1=CC(=C(C=C1)C=1C=C(C=NC1)CC(=O)O)C ([5-(4-{1-ethyl-1-[3-methyl-4-((E)-4,4,4-trifluoro-3-hydroxy-3-trifluoromethyl-1-butenyl)-phenyl]-propyl}-2-methyl-phenyl)-pyridin-3-yl]-acetic Acid). The yield is 61.6%. RXN SMILES: [OH-].[Na+].C([O:5][C:6](=[O:45])[CH2:7][C:8]1[CH:9]=[N:10][CH:11]=[C:12]([C:14]2[CH:19]=[CH:18][C:17]([C:20]([CH2:42][CH3:43])([C:23]3[CH:28]=[CH:27][C:26](/[CH:29]=[CH:30]/[C:31]([OH:40])([C:36]([F:39])([F:38])[F:37])[C:32]([F:35])([F:34])[F:33])=[C:25]([CH3:41])[CH:24]=3)[CH2:21][CH3:22])=[CH:16][C:15]=2[CH3:44])[CH:13]=1)C.Cl>CO.O>[CH2:21]([C:20]([C:17]1[CH:18]=[CH:19][C:14]([C:12]2[CH:13]=[C:8]([CH2:7][C:6]([OH:45])=[O:5])[CH:9]=[N:10][CH:11]=2)=[C:15]([CH3:44])[CH:16]=1)([C:23]1[CH:28]=[CH:27][C:26](/[CH:29]=[CH:30]/[C:31]([OH:40])([C:36]([F:37])([F:38])[F:39])[C:32]([F:34])([F:35])[F:33])=[C:25]([CH3:41])[CH:24]=1)[CH2:42][CH3:43])[CH3:22] |f:0.1|. Procedure: A 6 N sodium hydroxide aqueous solution (0.009 mL) was added to a solution of [5-(4-{1-ethyl-1-[3-methyl-4-((E)-4,4,4-trifluoro-3-hydroxy-3-trifluoromethyl-1-butenyl)-phenyl]-propyl}-2-methyl-phenyl)-pyridin-3-yl]-acetic acid ethyl ester (Example 75-(1); 5.0 mg, 0.0084 mmol) in methanol (0.3 mL) and water (0.030 mL), and the mixture was stirred for two hours. 2 N hydrochloric acid aqueous solution and water were added to the reaction mixture, followed by extraction with diethyl ether and ethyl a... The reactants are [BH4-].[Na+] (sodium borohydride), COC1=NOC(=C1)C(=O)OC (methyl 3-methoxyisoxazole-5-carboxylate), O (water). The solvent is C(C)O (ethanol). Reaction conditions: time 8 hour. Yields the product COC1=NOC(=C1)CO ((3-methoxyisoxazol-5-yl)methanol). The yield is 84.6%. As a reaction SMILES: [CH3:1][O:2][C:3]1[CH:7]=[C:6]([C:8](OC)=[O:9])[O:5][N:4]=1.[BH4-].[Na+].O>C(O)C>[CH3:1][O:2][C:3]1[CH:7]=[C:6]([CH2:8][OH:9])[O:5][N:4]=1 |f:1.2|. Procedure details: 2.23 g of methyl 3-methoxyisoxazole-5-carboxylate was dissolved in 30 ml of ethanol, and 0.60 g of sodium borohydride was then added ice-cooling. The mixture was stirred for 8 hours under ice-cooling. After water was added under ice-cooling, the reaction mixture was concentrated under reduced pressure and then extracted with ethyl acetate. The organic layer was dried over anhydrous magnesium sulfate, filtered and then concentrated under reduced pressure. The residue was subjected to silica gel c... The reactants are [H][H] (hydrogen), ClC1=CC=C(C=C1)N1N=C(C=C1)OCC1=C(C=CC=C1)[N+](=O)[O-] (2-[1-(4-chlorophenyl)pyrazol-3-yl]oxymethylnitrobenzene). The reagents and catalysts are [Pt] (platinum on activated carbon). Run in C(C)(=O)OCC (ethyl acetate). Run at time 20 hour. Product: ClC1=CC=C(C=C1)N1N=C(C=C1)OCC1=C(N)C=CC=C1 (2-[1-(4-Chlorophenyl)pyrazol-3-yl]oxymethylaniline). Yield: 86.4%. As a reaction SMILES: [H][H].[Cl:3][C:4]1[CH:9]=[CH:8][C:7]([N:10]2[CH:14]=[CH:13][C:12]([O:15][CH2:16][C:17]3[CH:22]=[CH:21][CH:20]=[CH:19][C:18]=3[N+:23]([O-])=O)=[N:11]2)=[CH:6][CH:5]=1>[Pt].C(OCC)(=O)C>[Cl:3][C:4]1[CH:5]=[CH:6][C:7]([N:10]2[CH:14]=[CH:13][C:12]([O:15][CH2:16][C:17]3[CH:22]=[CH:21][CH:20]=[CH:19][C:18]=3[NH2:23])=[N:11]2)=[CH:8][CH:9]=1. Procedure details: At 20-25° C. and a hydrogen pressure of 20 bar, a mixture of 30 g (90 mmol) of 2-[1-(4-chlorophenyl)pyrazol-3-yl]oxymethylnitrobenzene and 2 g of platinum on activated carbon (5%) in 200 ml of ethyl acetate was hydrogenated with stirring for approximately 20 hours. The mixture was filtered through Al2O3 and the solvent was removed from the filtrate by distillation, giving 23.3 g of the aniline as yellow crystals of m.p. 81-83° C. Reactants: C1CCOC1, CC(=O)O, COC(=O)C(C)(C)c1ccc([N+](=O)[O-])cc1. Yields the product COC(=O)C(C)(C)c1ccc(N)cc1. RXN SMILES: [CH2:21]1[O:22][CH2:23][CH2:24][CH2:25]1.[CH3:17][C:18](=[O:19])[OH:20].[CH3:1][O:2][C:3]([C:4]([CH3:5])([c:6]1[cH:7][cH:8][c:9]([N+:12]([O-:13])=[O:14])[cH:10][cH:11]1)[CH3:15])=[O:16]>>[CH3:1][O:2][C:3]([C:4]([CH3:5])([c:6]1[cH:7][cH:8][c:9]([NH2:12])[cH:10][cH:11]1)[CH3:15])=[O:16].